From a dataset of the Open Reaction Database (ORD), a public repository of structured organic reaction records. describe an organic reaction: reactants, conditions, products, and yield Reactants: C(C1=CC=CC=C1)OCC1CO1 (3-Benzyloxy-1,2-epoxypropane), Cl(=O)(=O)(=O)O (perchloric acid), C([O-])(O)=O.[Na+] (sodium bicarbonate). The solvent is O (water). Conditions: time 18 hour. Product: C(C1=CC=CC=C1)OCC(CO)O (3-benzyloxy-1,2-propanediol). Isolated yield 90.0%. Reaction SMILES: [CH2:1]([O:8][CH2:9][CH:10]1[O:12][CH2:11]1)[C:2]1[CH:7]=[CH:6][CH:5]=[CH:4][CH:3]=1.Cl(O)(=O)(=O)=[O:14].C(=O)(O)[O-].[Na+]>O>[CH2:1]([O:8][CH2:9][CH:10]([OH:12])[CH2:11][OH:14])[C:2]1[CH:3]=[CH:4][CH:5]=[CH:6][CH:7]=1 |f:2.3|. Procedure details: 3-Benzyloxy-1,2-epoxypropane (263 g, 1.60 mol), water (1,300 mL) and 70% perchloric acid (1.5 mL) were placed in a 2.0 L 3-necked flask equipped with condenser and thermometer. The mixture was heated to 80° for 18 hours. After heating and stirring for 18 hours at 80° the reaction mixture was neutralized with 5% sodium bicarbonate solution. The water was removed by rotary evaporation. Final removal of residual water was accomplished by azeotropic distillation using 300 mL of benzene. After evapor...